From a dataset of the Open Reaction Database (ORD), a public repository of structured organic reaction records. describe an organic reaction: reactants, conditions, products, and yield Reactants: O (water), amalgam, Cl (hydrochloric acid), COC1=CC=C2C=C(C=C(C2=C1)CCNC(C)=O)C(C1=CC=CC=C1)=O (N-[2-(7-methoxy-3-benzoylnaphth-1-yl)ethyl]acetamide). The solvent is C1(=CC=CC=C1)C (toluene). Product: COC1=CC=C2C=C(C=C(C2=C1)CCNC(C)=O)CC1=CC=CC=C1 (N-[2-(7-METHOXY-3-BENZYLNAPHTH-1-YL)ETHYL]ACETAMIDE). Reaction SMILES: O.Cl.[CH3:3][O:4][C:5]1[CH:14]=[C:13]2[C:8]([CH:9]=[C:10]([C:21](=O)[C:22]3[CH:27]=[CH:26][CH:25]=[CH:24][CH:23]=3)[CH:11]=[C:12]2[CH2:15][CH2:16][NH:17][C:18](=[O:20])[CH3:19])=[CH:7][CH:6]=1>C1(C)C=CC=CC=1>[CH3:3][O:4][C:5]1[CH:14]=[C:13]2[C:8]([CH:9]=[C:10]([CH2:21][C:22]3[CH:27]=[CH:26][CH:25]=[CH:24][CH:23]=3)[CH:11]=[C:12]2[CH2:15][CH2:16][NH:17][C:18](=[O:20])[CH3:19])=[CH:7][CH:6]=1. Procedure details: Next, add 3.6 cm3 of water to this amalgam, then 3.6 cm3 of concentrated hydrochloric acid and then 5.26 mmol of N-[2-(7-methoxy-3-benzoylnaphth-1-yl)ethyl]acetamide, prepared according to Example 1, and 25 cm3 of toluene. Reactants: solution, C[Mg]Br (methylmagnesium bromide), C(C)OCC (diethyl ether), COC(=O)C=1N(C=NC1)C1C(C(C2=CC=CC=C12)(F)F)(C)C (3-(3,3-difluoro-2,2-dimethyl-indan-1-yl)-3H-imidazole-4-carboxylic acid methyl ester). Solvent: C1CCOC1 (THF). Run at time 1 hour. Product: FC1(C(C(C2=CC=CC=C12)N1C=NC=C1C(C)(C)O)(C)C)F (2-[3-(3,3-difluoro-2,2-dimethyl-indan-1-yl)-3H-imidazol-4-yl]-propan-2-ol). Reaction SMILES: COC([C:5]1[N:6]([CH:10]2[C:18]3[C:13](=[CH:14][CH:15]=[CH:16][CH:17]=3)[C:12]([F:20])([F:19])[C:11]2([CH3:22])[CH3:21])[CH:7]=[N:8][CH:9]=1)=O.[CH3:23][Mg]Br.C([O:28][CH2:29][CH3:30])C>C1COCC1>[F:20][C:12]1([F:19])[C:13]2[C:18](=[CH:17][CH:16]=[CH:15][CH:14]=2)[CH:10]([N:6]2[C:5]([C:29]([OH:28])([CH3:30])[CH3:23])=[CH:9][N:8]=[CH:7]2)[C:11]1([CH3:22])[CH3:21]. Procedure details: To a solution of 3-(3,3-difluoro-2,2-dimethyl-indan-1-yl)-3H-imidazole-4-carboxylic acid methyl ester (300 mg, 0.98 mmol), which can be prepared as described in Example 18, in THF (10 mL) at 0° C. is added a 3.0 M solution of methylmagnesium bromide in diethyl ether (1.63 mL, 4.9 mmol). After one hour of stirring the reaction is quenched with saturated aqueous NH4Cl. The reaction is extracted three times with ethyl acetate and the organic extracts are combined, washed with brine, dried with Na2S... Run at time 4 hour. Procedure: tert-Butyl 2-[4-(4-oxothian-3-ylidenemethyl)phenyl]propionate (220 mg) obtained in Example 1 was dissolved in chloroform (2.0 ml), to the solution was added trifluoroacetic acid (2.0 ml), and the mixture was stirred at room temperature for 4 hours. The reaction mixture was quenched with water, and extracted with chloroform. The organic layer was washed with water and saturated brine, and then dried over sodium sulfate. The solvent was evaporated under reduced pressure, and then the residue was p... Product: O=C1C(CSCC1)=CC1=CC=C(C=C1)C(C(=O)O)C (2-[4-(4-Oxothian-3-ylidenemethyl)phenyl]propionic Acid). The solvent is C(Cl)(Cl)Cl (chloroform). Yield: 87.5%. The reactants are O=C1C(CSCC1)=CC1=CC=C(C=C1)C(C(=O)OC(C)(C)C)C (tert-Butyl 2-[4-(4-oxothian-3-ylidenemethyl)phenyl]propionate), FC(C(=O)O)(F)F (trifluoroacetic acid). As a reaction SMILES: [O:1]=[C:2]1[CH2:7][CH2:6][S:5][CH2:4][C:3]1=[CH:8][C:9]1[CH:14]=[CH:13][C:12]([CH:15]([CH3:23])[C:16]([O:18]C(C)(C)C)=[O:17])=[CH:11][CH:10]=1.FC(F)(F)C(O)=O>C(Cl)(Cl)Cl>[O:1]=[C:2]1[CH2:7][CH2:6][S:5][CH2:4][C:3]1=[CH:8][C:9]1[CH:14]=[CH:13][C:12]([CH:15]([CH3:23])[C:16]([OH:18])=[O:17])=[CH:11][CH:10]=1. Starting materials: ClC=1SC(=CN1)C#N (2-chloro-thiazole-5-carbonitrile), O (water), C(=O)(OC(C)(C)C)NC1=CC=C(C=C1)O (N-Boc-4-hydroxy-aniline), C(=O)([O-])[O-].[K+].[K+] (K2CO3). Run in CN(C=O)C (N,N-dimethyl formamide). Conditions: time 8 hour. Yields the product C(#N)C1=CN=C(S1)OC1=CC=C(C=C1)NC(OC(C)(C)C)=O (tert-butyl 4-[(5-cyano-1,3-thiazol-2-yl)oxy]phenylcarbamate). The yield is 100.0%. As a reaction SMILES: Cl[C:2]1[S:3][C:4]([C:7]#[N:8])=[CH:5][N:6]=1.[C:9]([NH:16][C:17]1[CH:22]=[CH:21][C:20]([OH:23])=[CH:19][CH:18]=1)([O:11][C:12]([CH3:15])([CH3:14])[CH3:13])=[O:10].C([O-])([O-])=O.[K+].[K+].O>CN(C)C=O>[C:7]([C:4]1[S:3][C:2]([O:23][C:20]2[CH:19]=[CH:18][C:17]([NH:16][C:9](=[O:10])[O:11][C:12]([CH3:14])([CH3:13])[CH3:15])=[CH:22][CH:21]=2)=[N:6][CH:5]=1)#[N:8] |f:2.3.4|. Procedure: 2-chloro-thiazole-5-carbonitrile (900 mg 6.2 mmol; prepared according to procedure described in WO 01/17995, p. 103) and N-Boc-4-hydroxy-aniline (1.3 g, 6.2 mmol) were combined in N,N-dimethyl formamide (5 mL). To this solution, K2CO3 (2.6 g, 18.8 mmol) was added and the resulting reaction mixture was stirred at room temperature overnight. The reaction mixture was then poured into water and extracted with ethyl acetate (2×). The combined organics were dried (Na2SO4), filtered and concentrated by... Reactants: ICC=1N=C(OC1C1=CC=CC=C1)C1=CC=C(C=C1)C (4-iodomethyl-5-phenyl-2-p-tolyloxazole), C/C(=N\O)/C(=O)C (diacetylmonoxime), FC(OC=1C=C(C=O)C=CC1)(F)F (3-trifluoromethoxybenzaldehyde). Yields the product ICC=1N=C(OC1C)C1=CC(=CC=C1)OC(F)(F)F (4-iodomethyl-5-methyl-2-(3-trifluoromethoxyphenyl)oxazole). As a reaction SMILES: [I:1][CH2:2][C:3]1[N:4]=[C:5]([C:14]2[CH:19]=[CH:18][C:17](C)=[CH:16][CH:15]=2)[O:6][C:7]=1[C:8]1C=CC=CC=1.C/C(/C(C)=O)=N\O.[F:28][C:29]([F:40])([F:39])[O:30]C1C=C(C=CC=1)C=O>>[I:1][CH2:2][C:3]1[N:4]=[C:5]([C:14]2[CH:19]=[CH:18][CH:17]=[C:16]([O:30][C:29]([F:40])([F:39])[F:28])[CH:15]=2)[O:6][C:7]=1[CH3:8]. Procedure details: Analogously to the building block synthesis of 4-iodomethyl-5-phenyl-2-p-tolyloxazole, diacetylmonoxime and 3-trifluoromethoxybenzaldehyde gave 4-iodomethyl-5-methyl-2-(3-trifluoromethoxyphenyl)oxazole. Reactants: C1(CCC1)OC(=O)N1CCN(CC1)C([C@H](CCCCOCC1=CC=CC=C1)N)=O ((S)-4-(2-Amino-6-benzyloxy-hexanoyl)-piperazine-1-carboxylic acid cyclobutyl ester), C1(CCC1)NC(=O)[C@H]1N(CCC1)C(COC1=CC(=NN1C1=CC=CC=C1)C(=O)O)=O (5-[2-((S)-2-Cyclobutylcarbamoyl-pyrrolidin-1-yl)-2-oxo-ethoxy]-1-phenyl-1H-pyrazole-3-carboxylic acid), C=1C=CC2=C(C1)N=NN2O (HOBt), CCN(C(C)C)C(C)C (DIPEA). Solvent: CN(C)C=O (DMF), C(CCl)Cl (EDC). Reaction conditions: time 12 hour. The product is C1(CCC1)OC(=O)N1CCN(CC1)C([C@H](CCCCOCC1=CC=CC=C1)NC(=O)C1=NN(C(=C1)OCC(=O)N1[C@@H](CCC1)C(NC1CCC1)=O)C1=CC=CC=C1)=O (4-[(S)-6-Benzyloxy-2-({5-[2-((S)-2-cyclobutylcarbamoyl-pyrrolidin-1-yl)-2-oxo-ethoxy]-1-phenyl-1H-pyrazole-3-carbonyl}-amino)-hexanoyl]-piperazine-1-carboxylic acid cyclobutyl ester). As a reaction SMILES: [CH:1]1([NH:5][C:6]([C@@H:8]2[CH2:12][CH2:11][CH2:10][N:9]2[C:13](=[O:30])[CH2:14][O:15][C:16]2[N:20]([C:21]3[CH:26]=[CH:25][CH:24]=[CH:23][CH:22]=3)[N:19]=[C:18]([C:27](O)=[O:28])[CH:17]=2)=[O:7])[CH2:4][CH2:3][CH2:2]1.C1C=CC2N(O)N=NC=2C=1.CCN(C(C)C)C(C)C.[CH:50]1([O:54][C:55]([N:57]2[CH2:62][CH2:61][N:60]([C:63](=[O:78])[C@@H:64]([NH2:77])[CH2:65][CH2:66][CH2:67][CH2:68][O:69][CH2:70][C:71]3[CH:76]=[CH:75][CH:74]=[CH:73][CH:72]=3)[CH2:59][CH2:58]2)=[O:56])[CH2:53][CH2:52][CH2:51]1>CN(C=O)C.C(Cl)CCl>[CH:50]1([O:54][C:55]([N:57]2[CH2:62][CH2:61][N:60]([C:63](=[O:78])[C@@H:64]([NH:77][C:27]([C:18]3[CH:17]=[C:16]([O:15][CH2:14][C:13]([N:9]4[CH2:10][CH2:11][CH2:12][C@H:8]4[C:6](=[O:7])[NH:5][CH:1]4[CH2:2][CH2:3][CH2:4]4)=[O:30])[N:20]([C:21]4[CH:22]=[CH:23][CH:24]=[CH:25][CH:26]=4)[N:19]=3)=[O:28])[CH2:65][CH2:66][CH2:67][CH2:68][O:69][CH2:70][C:71]3[CH:76]=[CH:75][CH:74]=[CH:73][CH:72]=3)[CH2:59][CH2:58]2)=[O:56])[CH2:53][CH2:52][CH2:51]1. Procedure: To a solution of 480 mg 5-[2-((S)-2-Cyclobutylcarbamoyl-pyrrolidin-1-yl)-2-oxo-ethoxy]-1-phenyl-1H-pyrazole-3-carboxylic acid in 10 ml DMF were added 232 mg HOBt, 290 mg EDC and 0.48 ml DIPEA. After 5 minutes 470 mg (S)-4-(2-Amino-6-benzyloxy-hexanoyl)-piperazine-1-carboxylic acid cyclobutyl ester were added and the mixture stirred for 12 h. The reaction mixture was concentrated, diluted with ethyl acetate and washed with aqueous LiCl (4%), 0.1 M HCl and saturated aqueous NaHCO3. The crude produ... The reactants are C(C)C=1SC=C(N1)/C=C/C=1C(=NN(C1)C1=CC=CC=C1)OCC1=CC(=C(OCC=2N=C(OC2C)C=2C=C(C(=O)OC)C=CC2)C=C1)OC (methyl 3-[4-({4-[({4-[(E)-2-(2-ethyl-1,3-thiazol-4-yl)ethenyl]-1-phenyl-1H-pyrazol-3-yl}oxy)methyl]-2-methoxyphenoxy}methyl)-5-methyl-1,3-oxazol-2-yl]benzoate), O1CCCC1 (tetrahydrofuran), [OH-].[Na+] (sodium hydroxide), Cl (hydrochloric acid). Run in C(C)O (ethanol), O (water). Yields the product C(C)C=1SC=C(N1)/C=C/C=1C(=NN(C1)C1=CC=CC=C1)OCC1=CC(=C(OCC=2N=C(OC2C)C=2C=C(C(=O)O)C=CC2)C=C1)OC (3-[4-({4-[({4-[(E)-2-(2-ethyl-1,3-thiazol-4-yl)ethenyl]-1-phenyl-1H-pyrazol-3-yl}oxy)methyl]-2-methoxyphenoxy}methyl)-5-methyl-1,3-oxazol-2-yl]benzoic acid). Isolated yield 83.9%. RXN SMILES: [CH2:1]([C:3]1[S:4][CH:5]=[C:6](/[CH:8]=[CH:9]/[C:10]2[C:11]([O:21][CH2:22][C:23]3[CH:46]=[CH:45][C:26]([O:27][CH2:28][C:29]4[N:30]=[C:31]([C:35]5[CH:36]=[C:37]([CH:42]=[CH:43][CH:44]=5)[C:38]([O:40]C)=[O:39])[O:32][C:33]=4[CH3:34])=[C:25]([O:47][CH3:48])[CH:24]=3)=[N:12][N:13]([C:15]3[CH:20]=[CH:19][CH:18]=[CH:17][CH:16]=3)[CH:14]=2)[N:7]=1)[CH3:2].O1CCCC1.[OH-].[Na+].Cl>O.C(O)C>[CH2:1]([C:3]1[S:4][CH:5]=[C:6](/[CH:8]=[CH:9]/[C:10]2[C:11]([O:21][CH2:22][C:23]3[CH:46]=[CH:45][C:26]([O:27][CH2:28][C:29]4[N:30]=[C:31]([C:35]5[CH:36]=[C:37]([CH:42]=[CH:43][CH:44]=5)[C:38]([OH:40])=[O:39])[O:32][C:33]=4[CH3:34])=[C:25]([O:47][CH3:48])[CH:24]=3)=[N:12][N:13]([C:15]3[CH:16]=[CH:17][CH:18]=[CH:19][CH:20]=3)[CH:14]=2)[N:7]=1)[CH3:2] |f:2.3|. Reported procedure: To a mixture of methyl 3-[4-({4-[({4-[(E)-2-(2-ethyl-1,3-thiazol-4-yl)ethenyl]-1-phenyl-1H-pyrazol-3-yl}oxy)methyl]-2-methoxyphenoxy}methyl)-5-methyl-1,3-oxazol-2-yl]benzoate (0.28 g), tetrahydrofuran (2 mL) and ethanol (2 mL) was added 1N aqueous sodium hydroxide solution (2 mL), and the mixture was heated under reflux for 2 hrs. To the reaction mixture were added 1N hydrochloric acid (2 mL) and water for neutralization, and the precipitated crystals were collected by filtration to give 3-[4-({...